This data is from the Open Reaction Database (ORD), a public repository of structured organic reaction records. The task is: describe an organic reaction: reactants, conditions, products, and yield The reactants are [Cl-].[Al+3].[Cl-].[Cl-] (aluminum chloride), C(C)(=O)OC(C)=O (acetic anhydride), COC(=O)C=1C=C2C=CN(C2=CC1)S(=O)(=O)C1=CC=CC=C1 (1-benzenesulfonylindole-5-carboxylic acid methyl ester), [Cl-].[Al+3].[Cl-].[Cl-] (aluminum chloride), C(C)(=O)OC(C)=O (acetic anhydride), ice water. Solvent: ClC(C)Cl (dichloroethane), ClC(C)Cl (dichloroethane). Reaction conditions: time 15 minute. Product: COC(=O)C=1C=C2C(=CN(C2=CC1)S(=O)(=O)C1=CC=CC=C1)C(C)=O (3-acetyl-1-benzenesulfonylindole-5-carboxylic acid methyl ester). Yield: 95.4%. As a reaction SMILES: [Cl-].[Al+3].[Cl-].[Cl-].[C:5](OC(=O)C)(=[O:7])[CH3:6].[CH3:12][O:13][C:14]([C:16]1[CH:17]=[C:18]2[C:22](=[CH:23][CH:24]=1)[N:21]([S:25]([C:28]1[CH:33]=[CH:32][CH:31]=[CH:30][CH:29]=1)(=[O:27])=[O:26])[CH:20]=[CH:19]2)=[O:15]>ClC(Cl)C>[CH3:12][O:13][C:14]([C:16]1[CH:17]=[C:18]2[C:22](=[CH:23][CH:24]=1)[N:21]([S:25]([C:28]1[CH:33]=[CH:32][CH:31]=[CH:30][CH:29]=1)(=[O:26])=[O:27])[CH:20]=[C:19]2[C:5](=[O:7])[CH3:6])=[O:15] |f:0.1.2.3|. Procedure details: To a suspension of 10.7 g (80 mmol) of aluminum chloride in dichloroethane (80 ml) was added dropwise 4.83 g (40 mmol) of acetic anhydride. After stirring for 15 min, to the mixture was added dropwise 6.31 g (20 mmol) of the above-mentioned 1-benzenesulfonylindole-5-carboxylic acid methyl ester in dichloroethane (60 ml). After stirring for 2 hours at room temperature, to the mixture were added 5.33 g (40 mmol) of aluminum chloride and 2.04 g (20 mmol) of acetic anhydride. After stirring for 30 m... Product: C(C)NC(=S)N1CCC(CC1)CCO (N-Ethyl-4-(2-hydroxyethyl)piperidine-1-carbothioamide). The reactants are N1CCC(CC1)CCO (2-(piperidin-4-yl)ethanol), N(=C=S)CC (isothiocyanatoethane). Run in C(Cl)Cl (CH2Cl2). Yield: 84.0%. Reaction SMILES: [NH:1]1[CH2:6][CH2:5][CH:4]([CH2:7][CH2:8][OH:9])[CH2:3][CH2:2]1.[N:10]([CH2:13][CH3:14])=[C:11]=[S:12]>C(Cl)Cl>[CH2:13]([NH:10][C:11]([N:1]1[CH2:6][CH2:5][CH:4]([CH2:7][CH2:8][OH:9])[CH2:3][CH2:2]1)=[S:12])[CH3:14]. Run at time 10 hour. Procedure details: To a solution of 2-(piperidin-4-yl)ethanol (509 mg, 3.94 mmol) in CH2Cl2 (13 mL) was added isothiocyanatoethane (343 μL, 3.94 mmol). After stirring for 10 h at rt, the mixture was concentrated in vacuo to provide the titled compound (716 mg, 84%): 1H NMR (CDCl3) δ 5.38 (brs, 1H), 4.59 (d, J=13.6 Hz, 1H), 3.74-3.67 (m, 3H), 3.15 (d, J=12.8 Hz, 1H), 3.00 (t, J=13.2 Hz, 2H), 2.65 (t, J=12.4 Hz, 1H), 1.81-1.72 (m, 3H), 1.55-1.52 (m, 3H), 1.28-1.22 (m, 4H) Procedure details: The title material of Example 32 (0.46 g, 2.0 mmol) in MeOH and 4% Pd on carbon (0.10 g) were combined in a standard Parr apparatus (125 mL bottle). The hydrogenation was carried out at room temperature under a H2 pressure of 5 psi for 1 hr. All solvent was then removed under reduced pressure to yield 0.50 (09%) of the title material as a white semi-solid. Solvent: CO (MeOH). Reagents/catalysts: [Pd] (Pd on carbon). The reactants are C1(=CC=CC=C1)C=CCC1CCCCC(N1)=O (hexahydro-7-(3-phenyl-2-propenyl)-2H-azepin-2-one). Product: C1(=CC=CC=C1)CCCC1CCCCC(N1)=O (hexahydro-7-(3-phenylpropyl)-2H-azepin-2-one). RXN SMILES: [C:1]1([CH:7]=[CH:8][CH2:9][CH:10]2[NH:16][C:15](=[O:17])[CH2:14][CH2:13][CH2:12][CH2:11]2)[CH:6]=[CH:5][CH:4]=[CH:3][CH:2]=1>CO.[Pd]>[C:1]1([CH2:7][CH2:8][CH2:9][CH:10]2[NH:16][C:15](=[O:17])[CH2:14][CH2:13][CH2:12][CH2:11]2)[CH:2]=[CH:3][CH:4]=[CH:5][CH:6]=1. Starting materials: COC1=CC=C(C=C1)[C@@H]1SC2=C(N(C([C@@H]1O)=O)CCN(C)C)C=CC(=C2)Cl ((+)-cis-2-(4-methoxyphenyl)-3-hydroxy-5-[2-(dimethylamino)ethyl]-8-chloro-2,3-dihydro-1,5-benzothiazepin-4(5H)-one), C(C)(=O)OC(C)=O (acetic anhydride). Solvent: N1=CC=CC=C1 (pyridine). Conditions: temperature 110 celsius, time 3 hour. Product: Cl.COC1=CC=C(C=C1)[C@@H]1SC2=C(N(C([C@@H]1OC(C)=O)=O)CCN(C)C)C=CC(=C2)Cl ((+)-cis-2-(4-methoxyphenyl)-3-acetoxy-5-[2-(dimethylamino)ethyl]-8-chloro-2,3-dihydro-1,5-benzothiazepin-4(5H)-one hydrochloride). Reaction SMILES: [CH3:1][O:2][C:3]1[CH:8]=[CH:7][C:6]([C@H:9]2[C@@H:15]([OH:16])[C:14](=[O:17])[N:13]([CH2:18][CH2:19][N:20]([CH3:22])[CH3:21])[C:12]3[CH:23]=[CH:24][C:25]([Cl:27])=[CH:26][C:11]=3[S:10]2)=[CH:5][CH:4]=1.[C:28](OC(=O)C)(=[O:30])[CH3:29]>N1C=CC=CC=1>[ClH:27].[CH3:1][O:2][C:3]1[CH:4]=[CH:5][C:6]([C@H:9]2[C@@H:15]([O:16][C:28](=[O:30])[CH3:29])[C:14](=[O:17])[N:13]([CH2:18][CH2:19][N:20]([CH3:22])[CH3:21])[C:12]3[CH:23]=[CH:24][C:25]([Cl:27])=[CH:26][C:11]=3[S:10]2)=[CH:7][CH:8]=1 |f:3.4|. Reported procedure: A mixture of 6.4 g of (+)-cis-2-(4-methoxyphenyl)-3-hydroxy-5-[2-(dimethylamino)ethyl]-8-chloro-2,3-dihydro-1,5-benzothiazepin-4(5H)-one, 65 ml of acetic anhydride and 0.7 ml of pyridine is stirred at 110° C. for 3 hours. After the reaction is completed, the reaction mixture is evaporated to remove solvent. The residue is converted to its hydrochloride and recrystallized from a mixture of acetone and ethanol. 4.7 g of (+)-cis-2-(4-methoxyphenyl)-3-acetoxy-5-[2-(dimethylamino)ethyl]-8-chloro-2,3-... Reactants: N1=CC=C(C=C1)NC(OCC)=O (ethyl 4-pyridinylcarbamate), BrCC(=O)C1=CC(=C(C=C1)[N+](=O)[O-])OC (2-bromo-1-(3-methoxy-4-nitrophenyl)-1-ethanone). Solvent: ClCCl (dichloromethane). Yields the product [Br-].C(C)OC(=O)NC1=CC=[N+](C=C1)CC(=O)C1=CC(=C(C=C1)[N+](=O)[O-])OC (4-[N-(ethoxycarbonyl)amino]-1-[2-(3-methoxy-4-nitrophenyl)-2-oxoethyl]pyridinium Bromide). Yield: 100.0%. Reaction SMILES: [N:1]1[CH:6]=[CH:5][C:4]([NH:7][C:8](=[O:12])[O:9][CH2:10][CH3:11])=[CH:3][CH:2]=1.[Br:13][CH2:14][C:15]([C:17]1[CH:22]=[CH:21][C:20]([N+:23]([O-:25])=[O:24])=[C:19]([O:26][CH3:27])[CH:18]=1)=[O:16]>ClCCl>[Br-:13].[CH2:10]([O:9][C:8]([NH:7][C:4]1[CH:3]=[CH:2][N+:1]([CH2:14][C:15]([C:17]2[CH:22]=[CH:21][C:20]([N+:23]([O-:25])=[O:24])=[C:19]([O:26][CH3:27])[CH:18]=2)=[O:16])=[CH:6][CH:5]=1)=[O:12])[CH3:11] |f:3.4|. Procedure details: This compound is prepared according to the same method as that described in Example 47, Step A by quaternization of 1.21 g (7.33 mmol) of ethyl 4-pyridinylcarbamate [described in J. Chem. Soc.; (1962), 2379-2381] with 2-bromo-1-(3-methoxy-4-nitrophenyl)-1-ethanone in dichloromethane. 3.24 g of a white precipitate are obtained.